This data is from the Open Reaction Database (ORD), a public repository of structured organic reaction records. The task is: describe an organic reaction: reactants, conditions, products, and yield Reactants: C(C)OC(=O)C=1NC2=CC(=CC=C2C1)C (6-methyl-1H-indole-2-carboxylic acid ethyl ester), N1C=NC=C1 (imidazole), C(#N)CNC(=O)[C@H]1[C@H](CCCC1)NC(=O)C=1NC2=CC(=CC=C2C1)CN1CCN(CC1)C (6-(4-methyl-piperazin-1-ylmethyl)-1H-indole-2-carboxylic acid [(1S,2R)-2-(cyanomethyl-carbamoyl)-cyclohexyl]-amide), N1N=CC=C1 (pyrazole), CN1CCNCC1 (1-methyl-piperazine), C(#N)CNC(=O)[C@H]1[C@H](CCCC1)NC(=O)C=1NC2=CC(=CC=C2C1)CN1N=CC=C1 (6-pyrazol-1-ylmethyl-1H-indole-2-carboxylic acid [(1S,2R)-2-(cyanomethyl-carbamoyl)-cyclohexyl]-amide). Yields the product N1(N=CC=C1)CC1=CC=C2C=C(NC2=C1)C(=O)O (6-pyrazol-1-ylmethyl-1H-indole-2-carboxylic acid), 6-(4-methyl-piperazin)-1-ylmethyl-1H-indole-2-carboxylic acid. Reaction SMILES: [NH:1]1[CH:5]=[CH:4][CH:3]=[N:2]1.CN1CCNCC1.N1C=CN=C1.C([O:20][C:21]([C:23]1[NH:24][C:25]2[C:30]([CH:31]=1)=[CH:29][CH:28]=[C:27]([CH3:32])[CH:26]=2)=[O:22])C.C(CNC([C@@H]1CCCC[C@@H]1NC(C1NC2C(C=1)=CC=C(CN1C=CC=N1)C=2)=O)=O)#N.C(CNC([C@@H]1CCCC[C@@H]1NC(C1NC2C(C=1)=CC=C(CN1CCN(C)CC1)C=2)=O)=O)#N>>[N:1]1([CH2:32][C:27]2[CH:26]=[C:25]3[C:30]([CH:31]=[C:23]([C:21]([OH:22])=[O:20])[NH:24]3)=[CH:29][CH:28]=2)[CH:5]=[CH:4][CH:3]=[N:2]1. Procedure details: Similarly, using pyrazole and 1-methyl-piperazine respectively in place of imidazole in reaction with 6-methyl-1H-indole-2-carboxylic acid ethyl ester, the compounds 6-pyrazol-1-ylmethyl-1H-indole-2-carboxylic acid and 6-(4-methyl-piperazin)-1-ylmethyl-1H-indole-2-carboxylic acid were prepared. These acids in turn were used to make 6-pyrazol-1-ylmethyl-1H-indole-2-carboxylic acid [(1S,2R)-2-(cyanomethyl-carbamoyl)-cyclohexyl]-amide and 6-(4-methyl-piperazin-1-ylmethyl)-1H-indole-2-carboxylic aci... Starting materials: OC=1C=CC2=C(C=C(CCS2(=O)=O)C(=O)OC)C1 (Methyl 7-hydroxy-1,1-dioxo-2,3-dihydro-1-benzothiepine-4-carboxylate), C(C)OC=1C=C(CCl)C=CC1 (3-ethoxybenzyl chloride), C([O-])([O-])=O.[K+].[K+] (potassium carbonate). The solvent is CN(C)C=O (DMF), C(C)(=O)OCC (ethyl acetate). Run at temperature 60 celsius, time 14 hour. The product is C(C)OC=1C=C(COC=2C=CC3=C(C=C(CCS3(=O)=O)C(=O)OC)C2)C=CC1 (methyl 7-(3-ethoxybenzyloxy)-1,1-dioxo-2,3-dihydro-1-benzothiepine-4-carboxylate). Yield: 51.3%. Reaction SMILES: [OH:1][C:2]1[CH:3]=[CH:4][C:5]2[S:11](=[O:13])(=[O:12])[CH2:10][CH2:9][C:8]([C:14]([O:16][CH3:17])=[O:15])=[CH:7][C:6]=2[CH:18]=1.[CH2:19]([O:21][C:22]1[CH:23]=[C:24]([CH:27]=[CH:28][CH:29]=1)[CH2:25]Cl)[CH3:20].C(=O)([O-])[O-].[K+].[K+]>CN(C=O)C.C(OCC)(=O)C>[CH2:19]([O:21][C:22]1[CH:23]=[C:24]([CH:27]=[CH:28][CH:29]=1)[CH2:25][O:1][C:2]1[CH:3]=[CH:4][C:5]2[S:11](=[O:13])(=[O:12])[CH2:10][CH2:9][C:8]([C:14]([O:16][CH3:17])=[O:15])=[CH:7][C:6]=2[CH:18]=1)[CH3:20] |f:2.3.4|. Reported procedure: Methyl 7-hydroxy-1,1-dioxo-2,3-dihydro-1-benzothiepine-4-carboxylate (400 mg), the above-mentioned 3-ethoxybenzyl chloride (636 mg) and potassium carbonate (515 mg) were suspended in DMF (15 ml), and the resulting suspension was stirred at 60° C. for 14 hours. The reaction mixture was diluted with ethyl acetate and was washed respectively with water and an aqueous saturated solution of sodium chloride, and the organic layer was dried with anhydrous magnesium sulfate. The resulting organic layer ... Starting materials: C(C)(=O)NC1=CC=C(C=C1)S(=O)(=O)N1OC(C(=CC1CO)C)C1=CC=C(C=C1)OCC (2-(4-acetamidobenzenesulphonyl)-3,6-dihydro-6-(4-ethoxyphenyl)-3-hydroxymethyl-5-methyl-2H-1,2-oxazine), [Cr](=O)(=O)(O)O (chromic acid), S(=O)(=O)([O-])S(=O)[O-].[Na+].[Na+] (sodium metabisulphite), [Cr](=O)(=O)(O)O (chromic acid). Solvent: CC(=O)C (acetone). Yields the product C(C)(=O)NC1=CC=C(C=C1)S(=O)(=O)N1OC(C(=CC1C(=O)O)C)C1=CC=C(C=C1)OCC (2-(4-Acetamidobenzenesulphonyl)-3-carboxy-3,6-dihydro-6-(4-ethoxyphenyl)-5-methyl-2H-1,2-oxazine). Reaction SMILES: [C:1]([NH:4][C:5]1[CH:10]=[CH:9][C:8]([S:11]([N:14]2[CH:19]([CH2:20][OH:21])[CH:18]=[C:17]([CH3:22])[CH:16]([C:23]3[CH:28]=[CH:27][C:26]([O:29][CH2:30][CH3:31])=[CH:25][CH:24]=3)[O:15]2)(=[O:13])=[O:12])=[CH:7][CH:6]=1)(=[O:3])[CH3:2].[Cr](O)(O)(=O)=[O:33].S(S([O-])=O)([O-])(=O)=O.[Na+].[Na+]>CC(C)=O>[C:1]([NH:4][C:5]1[CH:6]=[CH:7][C:8]([S:11]([N:14]2[CH:19]([C:20]([OH:33])=[O:21])[CH:18]=[C:17]([CH3:22])[CH:16]([C:23]3[CH:24]=[CH:25][C:26]([O:29][CH2:30][CH3:31])=[CH:27][CH:28]=3)[O:15]2)(=[O:12])=[O:13])=[CH:9][CH:10]=1)(=[O:3])[CH3:2] |f:2.3.4|. Reported procedure: To a stirred solution of 2-(4-acetamidobenzenesulphonyl)-3,6-dihydro-6-(4-ethoxyphenyl)-3-hydroxymethyl-5-methyl-2H-1,2-oxazine (1.02 g, 2.28 mmol) in acetone (20 ml) at 10° C. was added a solution of aaueous chromic acid (8M, 1.2 ml) dropwise. Stirred at room temperature for 2.5 h with addition of aqueous chromic acid (8M, 1.2 ml and 0.4ml) at intervals. Aqueous sodium metabisulphite was then added to terminate the reaction and the mixture concentrated in vacuo. The concentrate was diluted with... Starting materials: O(C1=CC=CC=C1)C1=CC=C(N)C=C1 (4-phenoxyaniline), ClCC(=O)OC (methyl chloroacetate), C([O-])(O)=O.[Na+] (sodium bicarbonate). Solvent: CCCCCC (hexane). Reaction conditions: time 24 hour. Product: O(C1=CC=CC=C1)C1=CC=C(C=C1)NCC(=O)OC (N-(4-Phenoxyphenyl)glycine, methyl ester). Yield: 32.6%. As a reaction SMILES: [O:1]([C:8]1[CH:14]=[CH:13][C:11]([NH2:12])=[CH:10][CH:9]=1)[C:2]1[CH:7]=[CH:6][CH:5]=[CH:4][CH:3]=1.Cl[CH2:16][C:17]([O:19][CH3:20])=[O:18].C(=O)(O)[O-].[Na+]>CCCCCC>[O:1]([C:8]1[CH:9]=[CH:10][C:11]([NH:12][CH2:16][C:17]([O:19][CH3:20])=[O:18])=[CH:13][CH:14]=1)[C:2]1[CH:3]=[CH:4][CH:5]=[CH:6][CH:7]=1 |f:2.3|. Reported procedure: A mixture of 4-phenoxyaniline (30 g, 0.162 mol), methyl chloroacetate (21.3 ml, 0.243 mol) and sodium bicarbonate (27.2 g, 0.324 mol) was heated at 100°-120° C. with magnetic stirring for 24 hours. The resulting semi-solid was partitioned between dichloromethane (300 ml) and water (300 ml) then separated. The aqueous layer was extracted with dichloromethane (200 ml) and the organic extracts were combined. The extracts were washed with 2N hydrochloric acid (2×200 ml) and water (2×200 ml), dried (... Starting materials: FC(CNC(=O)NC=1C=C(C=CC1)C1=CN=C2N1N=CC(=C2)C2=CC=C(C=C2)C(C(=O)O)C)(F)F (2-(4-{3-[3-({[(2,2,2-trifluoroethyl)amino]carbonyl}amino)phenyl]imidazo[1,2-b]pyridazin-7-yl}phenyl)propanoic acid), NCCN1CCOCC1 (N-(2-aminoethyl)morpholine). The product is N1(CCOCC1)CCNC(C(C)C1=CC=C(C=C1)C1=CC=2N(N=C1)C(=CN2)C2=CC(=CC=C2)NC(=O)NCC(F)(F)F)=O (N-(2-Morpholin-4-ylethyl)-2-(4-{3-[3-({[(2,2,2-trifluoroethyl)amino]carbonyl}amino)phenyl]imidazo[1,2-b]pyridazin-7-yl}phenyl)propanamide). Reaction SMILES: [F:1][C:2]([F:35])([F:34])[CH2:3][NH:4][C:5]([NH:7][C:8]1[CH:9]=[C:10]([C:14]2[N:18]3[N:19]=[CH:20][C:21]([C:23]4[CH:28]=[CH:27][C:26]([CH:29]([CH3:33])[C:30](O)=[O:31])=[CH:25][CH:24]=4)=[CH:22][C:17]3=[N:16][CH:15]=2)[CH:11]=[CH:12][CH:13]=1)=[O:6].[NH2:36][CH2:37][CH2:38][N:39]1[CH2:44][CH2:43][O:42][CH2:41][CH2:40]1>>[N:39]1([CH2:38][CH2:37][NH:36][C:30](=[O:31])[CH:29]([C:26]2[CH:27]=[CH:28][C:23]([C:21]3[CH:20]=[N:19][N:18]4[C:14]([C:10]5[CH:11]=[CH:12][CH:13]=[C:8]([NH:7][C:5]([NH:4][CH2:3][C:2]([F:35])([F:34])[F:1])=[O:6])[CH:9]=5)=[CH:15][N:16]=[C:17]4[CH:22]=3)=[CH:24][CH:25]=2)[CH3:33])[CH2:44][CH2:43][O:42][CH2:41][CH2:40]1. Reported procedure: This compound was prepared by using procedure analogous to those described for the synthesis of Example 98, Step 9 starting from 2-(4-{3-[3-({[(2,2,2-trifluoroethyl)amino]carbonyl}amino)phenyl]imidazo[1,2-b]pyridazin-7-yl}phenyl)propanoic acid and N-(2-aminoethyl)morpholine. LCMS (M+H)+: m/z=596.3. Reported procedure: Methyl 2-(3-bromophenoxymethyl)benzoate (34 g) was refluxed in a mixture of 100 mL of 10% sodium hydroxide and 200 mL of methanol for three hours. The reaction mixture was concentrated under reduced pressure and water was added to the residue. The mixture was then acidified with concentrated hydrochloric acid. Extracting the acidic solution with ethyl acetate and then concentration of the organic layer gave 2-(3-bromophenoxymethyl) benzoic acid (35 g) m.p. 158°-159° C. pmr (CDCL3) 6: 8.10 ()m, 1... The product is BrC=1C=C(OCC2=C(C(=O)O)C=CC=C2)C=CC1 (2-(3-bromophenoxymethyl) benzoic acid). The yield is 107.6%. Reactants: BrC=1C=C(OCC2=C(C(=O)OC)C=CC=C2)C=CC1 (Methyl 2-(3-bromophenoxymethyl)benzoate). Reaction SMILES: [Br:1][C:2]1[CH:3]=[C:4]([CH:17]=[CH:18][CH:19]=1)[O:5][CH2:6][C:7]1[CH:16]=[CH:15][CH:14]=[CH:13][C:8]=1[C:9]([O:11]C)=[O:10]>[OH-].[Na+].CO>[Br:1][C:2]1[CH:3]=[C:4]([CH:17]=[CH:18][CH:19]=1)[O:5][CH2:6][C:7]1[CH:16]=[CH:15][CH:14]=[CH:13][C:8]=1[C:9]([OH:11])=[O:10] |f:1.2|. Run in [OH-].[Na+] (sodium hydroxide), CO (methanol).